This data is from the Open Reaction Database (ORD), a public repository of structured organic reaction records. The task is: describe an organic reaction: reactants, conditions, products, and yield Reactants: Cl.ClC1=CC=C(C=C1)NN (4-chlorophenylhydrazine hydrochloride), CCN=C=NCCCN(C)C (EDCI), C(C)OC(CCCNC)OCC (4,4-diethoxy-N-methylbutan-1-amine), ClC=1C=C2C(=CN(C2=CC1)CC(=O)OCC)CCNC (ethyl 2-(5-chloro-3-(2-(methylamino)ethyl)-1H-indol-1-yl)acetate), ClC=1C=C2C3=C(N(C2=CC1)CC(=O)O)CN(CC3)C (2-(6-chloro-1,2,3,4-tetrahydro-2-methylpyrido[3,4-b]indol-9-yl)acetic acid), N1CCCC1 (pyrrolidine), C(=O)(C(F)(F)F)O (TFA), BrCC(=O)OCC (ethyl bromoacetate), ClC1=CC=C(C=C1)N(N)CC(=O)OCC (ethyl 2-(1-(4-chlorophenyl)hydrazinyl)acetate), C=O (formaldehyde). Solvent: C(C)N(CC)CC (triethylamine), ClC=1C=C2C3=C(N(C2=CC1)CC(=O)OCC)CN(CC3)C (ethyl 2-(6-chloro-1,2,3,4-tetrahydro-2-methylpyrido[3,4-b]indol-9-yl)acetate), [OH-].[Na+] (NaOH), C(C)#N (acetonitrile). Product: ClC=1C=C2C3=C(N(C2=CC1)CC(=O)N1CCCC1)CN(CC3)C (2-(6-chloro-1,2,3,4-tetrahydro-2-methylpyrido[3,4-b]indol-9-yl)-1-(pyrrolidin-1-yl)ethanone). Reaction SMILES: Cl.[Cl:2][C:3]1[CH:8]=[CH:7][C:6]([NH:9]N)=[CH:5][CH:4]=1.BrCC([O:15][CH2:16][CH3:17])=O.Cl[C:19]1[CH:24]=C[C:22]([N:25]([CH2:27]C(OCC)=O)N)=[CH:21][CH:20]=1.C(OC(OCC)[CH2:37][CH2:38][CH2:39][NH:40][CH3:41])C.ClC1C=C2C(=CC=1)N(CC(OCC)=O)C=C2CCNC.C=O.C(O)(C(F)(F)F)=O.ClC1C=C2C(=CC=1)N(CC(O)=O)C1CN(C)CCC2=1.N1CCCC1.CCN=C=NCCCN(C)C>C(#N)C.ClC1C=C2C(=CC=1)N(CC(OCC)=O)C1CN(C)CCC2=1.[OH-].[Na+].C(N(CC)CC)C>[Cl:2][C:3]1[CH:8]=[C:7]2[C:6](=[CH:5][CH:4]=1)[N:9]([CH2:17][C:16]([N:40]1[CH2:39][CH2:38][CH2:37][CH2:41]1)=[O:15])[C:21]1[CH2:22][N:25]([CH3:27])[CH2:24][CH2:19][C:20]2=1 |f:0.1,13.14|. Procedure: The title compound is prepared by following General Methods 1, 3, 4, 5 and 7 by using 4-chlorophenylhydrazine hydrochloride, ethyl bromoacetate, and triethylamine (General Method 1), ethyl 2-(1-(4-chlorophenyl)hydrazinyl)acetate and 4,4-diethoxy-N-methylbutan-1-amine (General Method 3), ethyl 2-(5-chloro-3-(2-(methylamino)ethyl)-1H-indol-1-yl)acetate, formaldehyde and TFA in acetonitrile (General Method 4), ethyl 2-(6-chloro-1,2,3,4-tetrahydro-2-methylpyrido[3,4-b]indol-9-yl)acetate and NaOH (Ge... The reactants are ClC1=C(C(=O)Cl)C=CC=N1 (2-chloro nicotinoyl chloride), ON=C(C)N (N′-hydroxy ethanimidamide). Solvent: N1=CC=CC=C1 (pyridine). Conditions: temperature 100 celsius, time 4 hour. The product is ClC1=NC=CC=C1C1=NC(=NO1)C (2-chloro-3-(3-methyl-1,2,4-oxadiazol-5-yl)pyridine). Reaction SMILES: [Cl:1][C:2]1[N:10]=[CH:9][CH:8]=[CH:7][C:3]=1[C:4](Cl)=[O:5].O[N:12]=[C:13]([NH2:15])[CH3:14]>N1C=CC=CC=1>[Cl:1][C:2]1[C:3]([C:4]2[O:5][N:15]=[C:13]([CH3:14])[N:12]=2)=[CH:7][CH:8]=[CH:9][N:10]=1. Procedure: A mixture of 2-chloro nicotinoyl chloride (1.0 eq.) and N′-hydroxy ethanimidamide (1.1 eq) in pyridine (0.6 M) was stirred at 100° C. for 4 h and then concentrated. The residue was purified by flash chromatography (Hexane:EtOAc, 70:30) to afforded the title compound. Starting materials: [Si](C)(C)(C(C)(C)C)O[C@@H]1C[C@H](N(C1)C(=O)OCC1=CC=C(C=C1)[N+](=O)[O-])CO ((2S,4R)-4-t-butyldimethylsilyloxy-2-hydroxymethyl-1-(4-nitrobenzyloxycarbonyl)pyrrolidine). Reagents/catalysts: [Pd] (palladium on carbon). Solvent: CO (methanol). Reaction conditions: time 3 hour. Yields the product [Si](C)(C)(C(C)(C)C)O[C@@H]1C[C@H](NC1)CO ((2S,4R)-4-t-butyldimethylsilyloxy-2-hydroxymethylpyrrolidine). As a reaction SMILES: [Si:1]([O:8][C@H:9]1[CH2:13][N:12](C(OCC2C=CC([N+]([O-])=O)=CC=2)=O)[C@H:11]([CH2:27][OH:28])[CH2:10]1)([C:4]([CH3:7])([CH3:6])[CH3:5])([CH3:3])[CH3:2]>[Pd].CO>[Si:1]([O:8][C@H:9]1[CH2:13][NH:12][C@H:11]([CH2:27][OH:28])[CH2:10]1)([C:4]([CH3:7])([CH3:6])[CH3:5])([CH3:3])[CH3:2]. Procedure details: A mixture of (2S,4R)-4-t-butyldimethylsilyloxy-2-hydroxymethyl-1-(4-nitrobenzyloxycarbonyl)pyrrolidine (10.0 g), methanol (100 ml) and 10% palladium on carbon (1.0 g), was stirred in a nitrogen stream at ambient temperature for 3 hours. The catalyst was filtered off and the filtrate was concentrated under reduced pressure to give (2S,4R)-4-t-butyldimethylsilyloxy-2-hydroxymethylpyrrolidine. To a solution of the compound obtained above in tetrahydrofuran (100 ml) was added di-t-butyl dicarbonate ...